The task is: describe an organic reaction: reactants, conditions, products, and yield. This data is from the Open Reaction Database (ORD), a public repository of structured organic reaction records. The reactants are NCl (NH2Cl), S(=S)(=O)([O-])[O-] (thiosulfate), [Cl-].[NH4+] (ammonium chloride), BrC=1C=C2C(=NC1)C=CN2 (6-Bromo-1H-pyrrolo[3,2-b]pyridine), [H-].[Na+] (NaH). The solvent is CCOCC (Et2O), CN(C)C=O (DMF). Reaction conditions: time 30 minute. Product: BrC=1C=C2C(=NC1)C=CN2N (6-bromo-1H-pyrrolo[3,2-b]pyridin-1-amine). Yield: 62.0%. RXN SMILES: [Br:1][C:2]1[CH:3]=[C:4]2[NH:10][CH:9]=[CH:8][C:5]2=[N:6][CH:7]=1.[H-].[Na+].[NH2:13]Cl.S([O-])([O-])(=O)=S.[Cl-].[NH4+]>CN(C=O)C.CCOCC>[Br:1][C:2]1[CH:3]=[C:4]2[N:10]([NH2:13])[CH:9]=[CH:8][C:5]2=[N:6][CH:7]=1 |f:1.2,5.6|. Procedure: To a solution of 6-Bromo-1H-pyrrolo[3,2-b]pyridine (1.9 g, 10 mmol) in 20 mL of DMF at 0° C. was added NaH (60% in oil, 0.49 g, 12 mmol) in three portions. The mixture was stirred at room temperature for 30 min. A solution of NH2Cl in Et2O (prepared according to the procedure described in J. Org. Chem. 2004, 1371: ˜0.15 M, 80 mL) was added at −20° C. The mixture was warmed up to room temperature for 15 min and was poured into a saturated solution of thiosulfate and ammonium chloride, and extract... Starting materials: [H-].[Na+] (NaH), FC1=C(C=C2C=NNC2=C1)[C@H](C)C1=CN=C2N1N=C(C=C2)C=2C=NN(C2)C (3-[(S)-1-(6-Fluoro-1H-indazol-5-yl)-ethyl]-6-(1-methyl-1H-pyrazol-4-yl)-imidazo[1,2-b]pyridazine), CI (methyliodide). Run in CN(C)C=O (DMF). Conditions: temperature 0 celsius, time 30 minute. Product: FC1=C(C=C2C=NN(C2=C1)C)[C@H](C)C1=CN=C2N1N=C(C=C2)C=2C=NN(C2)C (3-[(S)-1-(6-Fluoro-1-methyl-1H-indazol-5-yl)-ethyl]-6-(1-methyl-1H-pyrazol-4-yl)-imidazo[1,2-b]pyridazine). Reaction SMILES: [F:1][C:2]1[CH:10]=[C:9]2[C:5]([CH:6]=[N:7][NH:8]2)=[CH:4][C:3]=1[C@@H:11]([C:13]1[N:17]2[N:18]=[C:19]([C:22]3[CH:23]=[N:24][N:25]([CH3:27])[CH:26]=3)[CH:20]=[CH:21][C:16]2=[N:15][CH:14]=1)[CH3:12].[H-].[Na+].[CH3:30]I>CN(C=O)C>[F:1][C:2]1[CH:10]=[C:9]2[C:5]([CH:6]=[N:7][N:8]2[CH3:30])=[CH:4][C:3]=1[C@@H:11]([C:13]1[N:17]2[N:18]=[C:19]([C:22]3[CH:23]=[N:24][N:25]([CH3:27])[CH:26]=3)[CH:20]=[CH:21][C:16]2=[N:15][CH:14]=1)[CH3:12] |f:1.2|. Procedure: 3-[(S)-1-(6-Fluoro-1H-indazol-5-yl)-ethyl]-6-(1-methyl-1H-pyrazol-4-yl)-imidazo[1,2-b]pyridazine (Example 165, 23 mg, 0.065 mmol) was dissolved in DMF (0.374 mL) and cooled down to 0° C. under nitrogen conditions. NaH (3.82 mg, 0.095 mmol) was added and the RM was stirred at 0° C. for 30 min. Then methyliodide (10.84 mg, 0.076 mmol) was introduced. The RM was allowed to warm up to rt and stirred for 2.5 h, then it was quenched with water. It was extracted twice with EtOAc. The organics were join... The reactants are N(C)C (Me2NH), C(=O)([O-])[O-].[K+].[K+] (K2CO3), CC=1C=C2CCCNC2=CC1[N+](=O)[O-] (6-methyl-7-nitro-1,2,3,4-tetrahydroquinoline), BrCC(=O)Cl (bromoacetyl chloride), 1H-pyrrolo[3,2-g]- and 1H-pyrrolo[2,3-g]quinoline, BrCC(=O)N1CCCC2=CC(=C(C=C12)[N+](=O)[O-])C (1-(bromoacetyl)-6-methyl-7-nitro-1,2,3,4-tetrahydroquinoline). Solvent: C1CCOC1 (THF), C1CCOC1 (THF), O (water), CCOC(=O)C (EtOAc), C1CCOC1 (THF). Conditions: temperature 0 celsius, time 20 minute. Product: CN(CC(=O)N1CCCC2=CC(=C(C=C12)[N+](=O)[O-])C)C (N,N-dimethyl-2-(6-methyl-7-nitro-3,4-dihydro-1(2H) quinolinyl)-2-oxoethanamine). Yield: 72.4%. Reaction SMILES: CC1C=C2[C:9](=CC=1[N+]([O-])=O)[NH:8][CH2:7]CC2.C([O-])([O-])=O.[K+].[K+].BrCC(Cl)=O.Br[CH2:27][C:28]([N:30]1[C:39]2[C:34](=[CH:35][C:36]([CH3:43])=[C:37]([N+:40]([O-:42])=[O:41])[CH:38]=2)[CH2:33][CH2:32][CH2:31]1)=[O:29].N(C)C>C1COCC1.O.CCOC(C)=O>[CH3:7][N:8]([CH3:9])[CH2:27][C:28]([N:30]1[C:39]2[C:34](=[CH:35][C:36]([CH3:43])=[C:37]([N+:40]([O-:42])=[O:41])[CH:38]=2)[CH2:33][CH2:32][CH2:31]1)=[O:29] |f:1.2.3|. Procedure: To a bright orange solution of 6-methyl-7-nitro-1,2,3,4-tetrahydroquinoline (2 g, 10.41 mmol)—(see Achvlediani, R.; Natsvlishvili, M.; Baberkina, E.; Khachidze, M.; Abesadze, I.; Suvorov, N. Synthesis of 1H-pyrrolo[3,2-g]- and 1H-pyrrolo[2,3-g]quinoline. Izvestiya Akademii Nauk Gruzii, Seriya Khimicheskaya (1996), 22(1-4), 43-47.)—in THF (50 mL) was added K2CO3 (4.31 g, 31.2 mmol). The resulting mixture was cooled to 0° C. and was treated with bromoacetyl chloride (1.040 mL, 12.49 mmol) dropwise...